Dataset: the Open Reaction Database (ORD), a public repository of structured organic reaction records. Task: describe an organic reaction: reactants, conditions, products, and yield Starting materials: C(C)(C)N(CC)C(C)C (Diisopropylethylamine), NC1CCN(CC1)S(=O)(=O)C1=CC(=C(C=C1)NC(CCC1=CC=CC=C1)=O)Cl (N-[4-(4-Amino-piperidine-1-sulfonyl)-2-chloro-phenyl]-3-phenyl-propionamide), C(C=C)(=O)Cl (acryloyl chloride). Solvent: C(Cl)Cl (DCM), C1CCOC1 (THF). Run at time 3 hour. The product is ClC=1C=C(C=CC1NC(CCC1=CC=CC=C1)=O)S(=O)(=O)N1CCC(CC1)NC(C=C)=O (N-{1-[3-Chloro-4-(3-phenyl-propionylamino)-benzenesulfonyl]-piperidin-4-yl}-acrylamide). Yield: 4.2%. As a reaction SMILES: C(N(C(C)C)CC)(C)C.[NH2:10][CH:11]1[CH2:16][CH2:15][N:14]([S:17]([C:20]2[CH:25]=[CH:24][C:23]([NH:26][C:27](=[O:36])[CH2:28][CH2:29][C:30]3[CH:35]=[CH:34][CH:33]=[CH:32][CH:31]=3)=[C:22]([Cl:37])[CH:21]=2)(=[O:19])=[O:18])[CH2:13][CH2:12]1.[C:38](Cl)(=[O:41])[CH:39]=[CH2:40]>C1COCC1.C(Cl)Cl>[Cl:37][C:22]1[CH:21]=[C:20]([S:17]([N:14]2[CH2:13][CH2:12][CH:11]([NH:10][C:38](=[O:41])[CH:39]=[CH2:40])[CH2:16][CH2:15]2)(=[O:18])=[O:19])[CH:25]=[CH:24][C:23]=1[NH:26][C:27](=[O:36])[CH2:28][CH2:29][C:30]1[CH:31]=[CH:32][CH:33]=[CH:34][CH:35]=1. Procedure details: Diisopropylethylamine (0.09 ml, 0.56 mmol) was added in one portion to a stirred solution of N-[4-(4-Amino-piperidine-1-sulfonyl)-2-chloro-phenyl]-3-phenyl-propionamide (0.05 g, 0.1 mmol) in THF (5 ml), followed by the drop wise addition of acryloyl chloride (0.01 ml, 0.12 mmol) and the mixture was stirred at room temperature under a nitrogen atmosphere for 3 hours. After this time the mixture was diluted with DCM (20 ml) and washed sequentially with HCl (1M solution, 10 ml), NaOH (1M solution, ... The reactants are C(C1=CC=CC=C1)N1C[C@@H](NCC1)CC1=CC=CC=C1 ((S)-1,3-dibenzylpiperazine), CC(C)([O-])C.[Na+] (sodium tert-butoxide), BrC1=CC=C(C=C1)C(C(F)(F)F)(C)O (2-(4-bromophenyl)-1,1,1-trifluoro-2-propanol), C1(CCCCC1)P(C1=C(C=CC=C1)C1=C(C=CC=C1OC(C)C)OC(C)C)C1CCCCC1 (dicyclohexyl(2′,6′-diisopropoxybiphenyl-2-yl)phosphine). The reagents and catalysts are C=1C=CC(=CC1)/C=C/C(=O)/C=C/C2=CC=CC=C2.C=1C=CC(=CC1)/C=C/C(=O)/C=C/C2=CC=CC=C2.C=1C=CC(=CC1)/C=C/C(=O)/C=C/C2=CC=CC=C2.[Pd].[Pd] (Pd2(dba)3). The solvent is C1(=CC=CC=C1)C (toluene). Run at temperature 100 celsius. Product: C(C1=CC=CC=C1)[C@@H]1N(CCN(C1)CC1=CC=CC=C1)C1=CC=C(C=C1)C(C(F)(F)F)(C)O (2-(4-((2S)-2,4-dibenzyl-1-piperazinyl)phenyl)-1,1,1-trifluoro-2-propanol). The yield is 33.7%. As a reaction SMILES: [CH2:1]([N:8]1[CH2:13][CH2:12][NH:11][C@@H:10]([CH2:14][C:15]2[CH:20]=[CH:19][CH:18]=[CH:17][CH:16]=2)[CH2:9]1)[C:2]1[CH:7]=[CH:6][CH:5]=[CH:4][CH:3]=1.Br[C:22]1[CH:27]=[CH:26][C:25]([C:28]([OH:34])([CH3:33])[C:29]([F:32])([F:31])[F:30])=[CH:24][CH:23]=1.C1(P(C2CCCCC2)C2C=CC=CC=2C2C(OC(C)C)=CC=CC=2OC(C)C)CCCCC1.CC(C)([O-])C.[Na+]>C1(C)C=CC=CC=1.C1C=CC(/C=C/C(/C=C/C2C=CC=CC=2)=O)=CC=1.C1C=CC(/C=C/C(/C=C/C2C=CC=CC=2)=O)=CC=1.C1C=CC(/C=C/C(/C=C/C2C=CC=CC=2)=O)=CC=1.[Pd].[Pd]>[CH2:14]([C@H:10]1[CH2:9][N:8]([CH2:1][C:2]2[CH:3]=[CH:4][CH:5]=[CH:6][CH:7]=2)[CH2:13][CH2:12][N:11]1[C:22]1[CH:27]=[CH:26][C:25]([C:28]([OH:34])([CH3:33])[C:29]([F:31])([F:32])[F:30])=[CH:24][CH:23]=1)[C:15]1[CH:20]=[CH:19][CH:18]=[CH:17][CH:16]=1 |f:3.4,6.7.8.9.10|. Procedure details: In a sealable vial (S)-1,3-dibenzylpiperazine (0.617 g, 2.316 mmol, Alfa Aeser, Ward Hill, Mass.), 2-(4-bromophenyl)-1,1,1-trifluoropropan-2-ol (0.623 g, 2.316 mmol, Example 27, Step 1), dicyclohexyl(2′,6′-diisopropoxybiphenyl-2-yl)phosphine (RuPhos) (0.071 g, 0.058 mmol, Strem Chemicals, Newburyport, Mass.), Pd2(dba)3 (0.067 g, 0.116 mmol, Strem Chemicals, Newburyport, Mass.), and sodium tert-butoxide (0.556 g, 5.79 mmol) were combined and suspended in toluene (5 mL). The vial was purged with N... The reactants are COC1=C2CCCC(C2=CC=C1)=O (5-methoxytetralone), Cl.NO (hydroxylamine hydrochloride), C(C)(=O)[O-].[Na+] (sodium acetate). Solvent: C(C)O (ethanol), O (water), O (water). Yields the product COC1=C2CCCC(C2=CC=C1)=NO (5-methoxytetralone oxime). The yield is 97.7%. As a reaction SMILES: [CH3:1][O:2][C:3]1[CH:12]=[CH:11][CH:10]=[C:9]2[C:4]=1[CH2:5][CH2:6][CH2:7][C:8]2=O.Cl.[NH2:15][OH:16].C([O-])(=O)C.[Na+]>C(O)C.O>[CH3:1][O:2][C:3]1[CH:12]=[CH:11][CH:10]=[C:9]2[C:4]=1[CH2:5][CH2:6][CH2:7][C:8]2=[N:15][OH:16] |f:1.2,3.4|. Procedure: In a mixture of 240 ml of ethanol and 80 ml of water were dispersed 50 g of 5-methoxytetralone, 20 g of hydroxylamine hydrochloride, and 56 g of sodium acetate, and the dispersion was heat-refluxed for 4 hours. After cooling to room temperature, the reaction mixture was poured into 400 ml of water. The precipitated crystals were collected by filtration and dried to obtain 53 g of 5-methoxytetralone oxime. Reactants: CC(=O)OC(C)=O, COc1cc(C)cc2c(=O)oc3c(c12)C(=O)c1cccc(O)c1C3=O, c1ccncc1. Product: COc1cc(C)cc2c(=O)oc3c(c12)C(=O)c1cccc(OC(C)=O)c1C3=O. RXN SMILES: [CH3:26][C:27](=[O:28])[O:29][C:30](=[O:31])[CH3:32].[OH:1][c:2]1[cH:3][cH:4][cH:5][c:6]2[c:23]1[C:22](=[O:24])[c:9]1[c:8]([c:13]3[c:12]([c:11](=[O:21])[o:10]1)[cH:17][c:16]([CH3:18])[cH:15][c:14]3[O:19][CH3:20])[C:7]2=[O:25].[cH:33]1[cH:34][cH:35][n:36][cH:37][cH:38]1>>[O:1]([c:2]1[cH:3][cH:4][cH:5][c:6]2[c:23]1[C:22](=[O:24])[c:9]1[c:8]([c:13]3[c:12]([c:11](=[O:21])[o:10]1)[cH:17][c:16]([CH3:18])[cH:15][c:14]3[O:19][CH3:20])[C:7]2=[O:25])[C:27]([CH3:26])=[O:28].